This data is from the Open Reaction Database (ORD), a public repository of structured organic reaction records. The task is: describe an organic reaction: reactants, conditions, products, and yield The reactants are CCN(C(C)C)C(C)C (DIPEA), Cl.FC1=C(C=CC(=C1)F)N1N=CN=C1N1C=C2CCOC3=C(C2=N1)C=C(C=C3)C3(CCNCC3)CO ((4-{2-[2-(2,4-difluoro-phenyl)-2H-[1,2,4]triazol-3-yl]-4,5-dihydro-2H-6-oxa-1,2-diaza-benzo[e]azulen-9-yl}-piperidin-4-yl)-methanol hydrochloride), C(=C)S(=O)(=O)C=C (vinyl sulfone). Run in IMS. The product is FC1=C(C=CC(=C1)F)N1N=CN=C1N1C=C2CCOC3=C(C2=N1)C=C(C=C3)C3(CCN(CC3)CCS(=O)(=O)C)CO ([4-{2-[2-(2,4-Difluoro-phenyl)-2H-[1,2,4]triazol-3-yl]-4,5-dihydro-2H-6-oxa-1,2-diaza-benzo[e]azulen-9-yl}-1-(2-methanesulfonyl-ethyl)-piperidin-4-yl]-methanol). Isolated yield 57.5%. Reaction SMILES: Cl.[F:2][C:3]1[CH:8]=[C:7]([F:9])[CH:6]=[CH:5][C:4]=1[N:10]1[C:14]([N:15]2[N:24]=[C:23]3[C:17]([CH2:18][CH2:19][O:20][C:21]4[CH:28]=[CH:27][C:26]([C:29]5([CH2:35][OH:36])[CH2:34][CH2:33][NH:32][CH2:31][CH2:30]5)=[CH:25][C:22]=43)=[CH:16]2)=[N:13][CH:12]=[N:11]1.CCN(C(C)C)C(C)C.[CH:46]([S:48]([CH:51]=C)(=[O:50])=[O:49])=[CH2:47]>>[F:2][C:3]1[CH:8]=[C:7]([F:9])[CH:6]=[CH:5][C:4]=1[N:10]1[C:14]([N:15]2[N:24]=[C:23]3[C:17]([CH2:18][CH2:19][O:20][C:21]4[CH:28]=[CH:27][C:26]([C:29]5([CH2:35][OH:36])[CH2:30][CH2:31][N:32]([CH2:47][CH2:46][S:48]([CH3:51])(=[O:50])=[O:49])[CH2:33][CH2:34]5)=[CH:25][C:22]=43)=[CH:16]2)=[N:13][CH:12]=[N:11]1 |f:0.1|. Reported procedure: To a stirring mixture of (4-{2-[2-(2,4-difluoro-phenyl)-2H-[1,2,4]triazol-3-yl]-4,5-dihydro-2H-6-oxa-1,2-diaza-benzo[e]azulen-9-yl}-piperidin-4-yl)-methanol hydrochloride 75 (97 mg, 0.1873 mmol) in IMS (3 mL) was added DIPEA (165 μL, 0.94 mmol) followed by vinyl sulfone (18 ul, 0.206 mmol) at RT, as illustrated in FIG. 16. After 3 h the solvent was removed in vacuo and the residue was subjected to HPLC (Gemini C6-Phenyl column, gradient 10 to 60%, 20 min ramp) to afford 188 (63 mg, 53%). 1H NMR ... Starting materials: C(CCC)OC1=NC(=C2N=C(N(C2=N1)CC1CNCCC1)OC)N (2-(butyloxy)-8-(methyloxy)-9-(3-piperidinylmethyl)-9H-purin-6-amine), BrCCC(C)C (1-bromo-3-methylbutane). Yields the product NC1=C2NC(N(C2=NC(=N1)OCCCC)CC1CN(CCC1)CCC(C)C)=O (6-Amino-2-(butyloxy)-9-{[1-(3-methylbutyl)-3-piperidinyl]methyl}-7,9-dihydro-8H-purin-8-one). As a reaction SMILES: [CH2:1]([O:5][C:6]1[N:14]=[C:13]2[C:9]([N:10]=[C:11]([O:22]C)[N:12]2[CH2:15][CH:16]2[CH2:21][CH2:20][CH2:19][NH:18][CH2:17]2)=[C:8]([NH2:24])[N:7]=1)[CH2:2][CH2:3][CH3:4].Br[CH2:26][CH2:27][CH:28]([CH3:30])[CH3:29]>>[NH2:24][C:8]1[N:7]=[C:6]([O:5][CH2:1][CH2:2][CH2:3][CH3:4])[N:14]=[C:13]2[C:9]=1[NH:10][C:11](=[O:22])[N:12]2[CH2:15][CH:16]1[CH2:21][CH2:20][CH2:19][N:18]([CH2:26][CH2:27][CH:28]([CH3:30])[CH3:29])[CH2:17]1. Procedure details: Prepared similarly to Example 24 from 2-(butyloxy)-8-(methyloxy)-9-(3-piperidinylmethyl)-9H-purin-6-amine and 1-bromo-3-methylbutane.